From a dataset of the Open Reaction Database (ORD), a public repository of structured organic reaction records. describe an organic reaction: reactants, conditions, products, and yield Reaction SMILES: [C:1]([CH3:2])([CH3:3])([CH3:4])[c:5]1[cH:6][cH:7][c:8]([OH:14])[c:9]([C:10](=[O:11])[OH:12])[cH:13]1.[CH3:15][c:16]1[c:17]([NH2:18])[cH:19][cH:20][c:21]([N+:23](=[O:24])[O-:25])[cH:22]1.[Cl:26][P:27]([Cl:28])[Cl:29].[c:30]1([CH3:31])[c:32]([CH3:33])[cH:34][cH:35][cH:36][cH:37]1>>[C:1]([CH3:2])([CH3:3])([CH3:4])[c:5]1[cH:6][cH:7][c:8]([OH:14])[c:9]([C:10](=[O:12])[NH:18][c:17]2[c:16]([CH3:15])[cH:22][c:21]([N+:23](=[O:24])[O-:25])[cH:20][cH:19]2)[cH:13]1. Product: Cc1cc([N+](=O)[O-])ccc1NC(=O)c1cc(C(C)(C)C)ccc1O. The reactants are CC(C)(C)c1ccc(O)c(C(=O)O)c1, Cc1cc([N+](=O)[O-])ccc1N, ClP(Cl)Cl, Cc1ccccc1C.